Dataset: the Open Reaction Database (ORD), a public repository of structured organic reaction records. Task: describe an organic reaction: reactants, conditions, products, and yield Reactants: N=C(C(C#N)=N)C#N (diiminosuccinonitrile), ClC1=CC(=C(C=C1)N)N (4-chloro-1,2-phenylenediamine), FC(C(=O)O)(F)F (trifluoroacetic acid). Solvent: O (water). Reaction conditions: time 8 hour. Yields the product ClC=1C=C2N=C(C(=NC2=CC1)C#N)C#N (6-chloro-2,3-dicyanoquinoxaline). The yield is 59.5%. As a reaction SMILES: [NH:1]=[C:2]([C:7]#[N:8])[C:3](=[NH:6])[C:4]#[N:5].[Cl:9][C:10]1[CH:15]=[CH:14][C:13](N)=[C:12](N)[CH:11]=1.FC(F)(F)C(O)=O>O>[Cl:9][C:10]1[CH:11]=[C:12]2[C:13](=[CH:14][CH:15]=1)[N:6]=[C:3]([C:4]#[N:5])[C:2]([C:7]#[N:8])=[N:1]2. Reported procedure: A mixture of 0.5 g (4.7 mmols) of the diiminosuccinonitrile and 0.67 g (4.7 mmols) of 4-chloro-1,2-phenylenediamine was slowly added to 10 ml of trifluoroacetic acid at about 20° C. over a period of 30 minutes, and the resulting mixture was stirred at room temperature for 8 hours and then allowed to stand overnight. To the reaction mixture was added 50 ml water, and the solid precipitated was filtered and sufficiently washed with water. The solid thus obtained was dried under reduced pressure, f... Reactants: FC1=CC=C(C=C1)NN (4-fluorophenylhydrazine), O=C(C(=O)OCC)CC(C)=O (ethyl 2,4-dioxovalerate). The solvent is C(C)O (ethanol). Product: FC1=CC=C(C=C1)N1N=C(C=C1C(=O)OCC)C (ethyl 1-(4-fluorophenyl)-3-methylpyrazole-5-carboxylate), FC1=CC=C(C=C1)N1N=C(C=C1C)C(=O)OCC (ethyl 1-(4-fluorophenyl)-5-methylpyrazole-3-carboxylate). RXN SMILES: [F:1][C:2]1[CH:7]=[CH:6][C:5]([NH:8][NH2:9])=[CH:4][CH:3]=1.O=[C:11]([CH2:17][C:18](=O)[CH3:19])[C:12]([O:14][CH2:15][CH3:16])=[O:13]>C(O)C>[F:1][C:2]1[CH:7]=[CH:6][C:5]([N:8]2[C:11]([C:12]([O:14][CH2:15][CH3:16])=[O:13])=[CH:17][C:18]([CH3:19])=[N:9]2)=[CH:4][CH:3]=1.[F:1][C:2]1[CH:7]=[CH:6][C:5]([N:8]2[C:18]([CH3:19])=[CH:17][C:11]([C:12]([O:14][CH2:15][CH3:16])=[O:13])=[N:9]2)=[CH:4][CH:3]=1. Reported procedure: To ethanol (30 ml) were added 4-fluorophenylhydrazine (5 g) and ethyl 2,4-dioxovalerate (10.6 g) and the mixture was refluxed for 3 h. The solvent was evaporated under reduced pressure and the obtained residue was purified by silica gel column chromatography (mobile phase: chloroform) to give ethyl 1-(4-fluorophenyl)-3-methylpyrazole-5-carboxylate (2 g) and ethyl 1-(4-fluorophenyl)-5-methylpyrazole-3-carboxylate (3 g). Reactants: CC1=C2CC(C)C3C(CCC4(C)C(O)CCC34)C2(CO)CCC1O, CC1CC2=CC(O)CCC2(CO)C2CCC3(C)C(O)CCC3C12. The product is CC1=C2CC(C)C3C(CCC4(C)C(O)CCC34)C2(CO)CCC1=O. Reaction SMILES: [CH3:1][C:2]1=[C:3]2[CH2:4][CH:5]([CH3:24])[CH:6]3[CH:7]4[CH2:8][CH2:9][CH:10]([OH:23])[C:11]4([CH3:12])[CH2:13][CH2:14][CH:15]3[C:16]2([CH2:21][OH:22])[CH2:17][CH2:18][CH:19]1[OH:20].[CH3:25][CH:26]1[CH2:27][C:28]2=[CH:36][CH:34]([OH:35])[CH2:33][CH2:32][C:29]2([CH2:30][OH:31])[CH:37]2[CH:38]1[CH:39]1[C:40]([CH3:43])([CH2:41][CH2:42]2)[CH:44]([OH:45])[CH2:46][CH2:47]1>>[CH3:1][C:2]1=[C:3]2[CH2:4][CH:5]([CH3:24])[CH:6]3[CH:7]4[CH2:8][CH2:9][CH:10]([OH:23])[C:11]4([CH3:12])[CH2:13][CH2:14][CH:15]3[C:16]2([CH2:21][OH:22])[CH2:17][CH2:18][C:19]1=[O:20].